From a dataset of the Open Reaction Database (ORD), a public repository of structured organic reaction records. describe an organic reaction: reactants, conditions, products, and yield Starting materials: BrC1=C(C(=O)O)C=C(C=C1)OC (2-bromo-5-methoxybenzoic acid), C(CCC)[Li] (n-butyllithium), CON(C(CC)=O)C (N-methoxy-N-methylpropionamide). Yields the product COC=1C=CC(=C(C(=O)O)C1)C(CC)=O (5-methoxy-2-propionylbenzoic acid). RXN SMILES: Br[C:2]1[CH:10]=[CH:9][C:8]([O:11][CH3:12])=[CH:7][C:3]=1[C:4]([OH:6])=[O:5].C([Li])CCC.CON(C)[C:21](=[O:24])[CH2:22][CH3:23]>>[CH3:12][O:11][C:8]1[CH:9]=[CH:10][C:2]([C:21](=[O:24])[CH2:22][CH3:23])=[C:3]([CH:7]=1)[C:4]([OH:6])=[O:5]. Reported procedure: This compound is synthesized according to the method described in 3.2. by reacting 2-bromo-5-methoxybenzoic acid pretreated with n-butyllithium with N-methoxy-N-methylpropionamide. It is used in crude form in the following reaction. The reactants are C(C)(C)N(CC)C(C)C (Diisopropylethylamine), C1(CC1)C(=O)Cl (cyclopropane carbonyl chloride), Cl.N1(CCNCCC1)C(=O)C=1C=C2N(C3=CC=CC=C3C(N2)=O)C1 (2-(homopiperazine-1-carbonyl)pyrrolo[1,2-a]quinazolin-5(4H)-one hydrochloride), Cl.N1(CCNCCC1)C(=O)C=1C=C2N(C3=CC=CC=C3C(N2)=O)C1 (2-(homopiperazine-1-carbonyl)pyrrolo[1,2-a]quinazolin-5(4H)-one hydrochloride). Run in CN(C=O)C (N,N-dimethylformamide), C(C)(=O)OCC (ethyl acetate). Reaction conditions: time 8 hour. The product is C1(CC1)C(=O)N1CCN(CCC1)C(=O)C=1C=C2N(C3=CC=CC=C3C(N2)=O)C1 (2-[4-Cyclopropylcarbonylhomopiperazine-1-carbonyl]pyrrolo[1,2-a]quinazolin-5(4H)-one). Yield: 34.1%. RXN SMILES: C(N(C(C)C)CC)(C)C.[CH:10]1([C:13](Cl)=[O:14])[CH2:12][CH2:11]1.Cl.[N:17]1([C:24]([C:26]2[CH:27]=[C:28]3[NH:37][C:36](=[O:38])[C:35]4[C:30](=[CH:31][CH:32]=[CH:33][CH:34]=4)[N:29]3[CH:39]=2)=[O:25])[CH2:23][CH2:22][CH2:21][NH:20][CH2:19][CH2:18]1>CN(C)C=O.C(OCC)(=O)C>[CH:10]1([C:13]([N:20]2[CH2:21][CH2:22][CH2:23][N:17]([C:24]([C:26]3[CH:27]=[C:28]4[NH:37][C:36](=[O:38])[C:35]5[C:30](=[CH:31][CH:32]=[CH:33][CH:34]=5)[N:29]4[CH:39]=3)=[O:25])[CH2:18][CH2:19]2)=[O:14])[CH2:12][CH2:11]1 |f:2.3|. Reported procedure: Diisopropylethylamine (0.11 mL, 0.63 mmol) and cyclopropane carbonyl chloride (30 μL, 0.33 mmol) were sequentially added to a solution of 2-(homopiperazine-1-carbonyl)pyrrolo[1,2-a]quinazolin-5(4H)-one hydrochloride (Compound 5-1, 70.0 mg, 0.20 mmol) in anhydrous N,N-dimethylformamide (0.50 mL), and the reaction solution was stirred overnight at room temperature. The reaction solution was diluted with ethyl acetate (20 mL), and washed sequentially with 0.1M sodium hydroxide aqueous solution (20 ... The reactants are CC(=O)O[BH-](OC(C)=O)OC(C)=O, O=C=O, CC(C)=O, Cc1cc(I)c(C)cc1N, CC(=O)O, [Na+], [Na+], [Na+], O=C([O-])[O-], C1CCOC1, O, Cc1ccc(S(=O)(=O)O)cc1. Yields the product Cc1cc(NC(C)C)c(C)cc1I. RXN SMILES: [C:26]([O:27][BH-:28]([O:29][C:30](=[O:31])[CH3:32])[O:33][C:34](=[O:35])[CH3:36])(=[O:37])[CH3:38].[C:46](=[O:47])=[O:48].[CH3:11][C:12]([CH3:13])=[O:14].[CH3:1][c:2]1[c:3]([NH2:4])[cH:5][c:6]([CH3:10])[c:7]([I:9])[cH:8]1.[CH3:55][C:56](=[O:57])[OH:58].[Na+:39].[Na+:40].[Na+:41].[O-:42][C:43](=[O:44])[O-:45].[O:49]1[CH2:50][CH2:51][CH2:52][CH2:53]1.[OH2:54].[c:15]1([CH3:16])[cH:17][cH:18][c:19]([S:20]([OH:21])(=[O:22])=[O:23])[cH:24][cH:25]1>>[CH3:1][c:2]1[c:3]([NH:4][CH:12]([CH3:11])[CH3:13])[cH:5][c:6]([CH3:10])[c:7]([I:9])[cH:8]1. The reactants are [Cr](=O)(=O)([O-])Cl.[NH+]1=CC=CC=C1 (pyridinium chlorochromate), compound, C(C1=CC=CC=C1)OCC1(CCC(O1)O)CCOCCCCCCCCCCCCCCCCCC (5-benzyloxymethyl-2-hydroxy-5-(2-octadecyloxyethyl)-tetrahydrofuran). The solvent is C(Cl)Cl (methylene chloride), C(Cl)Cl (methylene chloride), CCOCC (ether). Reaction conditions: time 18 hour. The product is C(C1=CC=CC=C1)OCC1(CCC(O1)=O)CCOCCCCCCCCCCCCCCCCCC (5-benzyloxymethyl-5-(2-octadecyloxyethyl)-4,5-dihydro-2(3H)-furanone). Reaction SMILES: [Cr](Cl)([O-])(=O)=O.[NH+]1C=CC=CC=1.[CH2:12]([O:19][CH2:20][C:21]1([CH2:27][CH2:28][O:29][CH2:30][CH2:31][CH2:32][CH2:33][CH2:34][CH2:35][CH2:36][CH2:37][CH2:38][CH2:39][CH2:40][CH2:41][CH2:42][CH2:43][CH2:44][CH2:45][CH2:46][CH3:47])[O:25][CH:24]([OH:26])[CH2:23][CH2:22]1)[C:13]1[CH:18]=[CH:17][CH:16]=[CH:15][CH:14]=1>C(Cl)Cl.CCOCC>[CH2:12]([O:19][CH2:20][C:21]1([CH2:27][CH2:28][O:29][CH2:30][CH2:31][CH2:32][CH2:33][CH2:34][CH2:35][CH2:36][CH2:37][CH2:38][CH2:39][CH2:40][CH2:41][CH2:42][CH2:43][CH2:44][CH2:45][CH2:46][CH3:47])[O:25][C:24](=[O:26])[CH2:23][CH2:22]1)[C:13]1[CH:14]=[CH:15][CH:16]=[CH:17][CH:18]=1 |f:0.1|. Procedure details: To a solution of 1.6 g (7.4 mmol) of pyridinium chlorochromate in 25 ml of methylene chloride under a nitrogen atmosphere, was added 13.5 g (6.5 mmol) of the compound prepared in (d) above in 25 ml of methylene chloride. After 18 hours at 25° C., the solution was diluted with 150 ml of ether, filtered through silica gel and the filtrate evaporated to afford an oil. The oil was then flash chromatographed on silica gel employing a mixture of petroleum ether and diethyl ether in a ratio of 7:3 as t... Starting materials: OC(CCCN(C(=O)N)CCCCCCC(=O)O)CCCCC (7-[1-(4-hydroxynonyl)ureido]heptanoic acid), C(C)(=O)OC(C)=O (acetic anhydride). The solvent is C(C)OCC (ethyl ether). Reaction conditions: temperature 60 celsius. Product: C(C)(=O)OC(CCCN(C(=O)N)CCCCCCC(=O)O)CCCCC (7-[1-(4-acetoxynonyl)ureido] heptanoic acid). Reaction SMILES: [OH:1][CH:2]([CH2:19][CH2:20][CH2:21][CH2:22][CH3:23])[CH2:3][CH2:4][CH2:5][N:6]([CH2:10][CH2:11][CH2:12][CH2:13][CH2:14][CH2:15][C:16]([OH:18])=[O:17])[C:7]([NH2:9])=[O:8].[C:24](OC(=O)C)(=[O:26])[CH3:25]>C(OCC)C>[C:24]([O:1][CH:2]([CH2:19][CH2:20][CH2:21][CH2:22][CH3:23])[CH2:3][CH2:4][CH2:5][N:6]([CH2:10][CH2:11][CH2:12][CH2:13][CH2:14][CH2:15][C:16]([OH:18])=[O:17])[C:7]([NH2:9])=[O:8])(=[O:26])[CH3:25]. Procedure: A mixture of 7-[1-(4hydroxynonyl)ureido]heptanoic acid (9.9 g., 0.03 mole) (Example 1, Step C) and acetic anhydride (6.1 g., 0.06 mole) is heated at 60° C. for 18 hours. The mixture is cooled and taken up in 80 ml. of ethyl ether. The solution is extracted with an ice-cold solution of 8 g. of sodium hydroxide in 150 ml. of water. The basis solution is separated and acidified with concentrated hydrochloric acid. The oil that separates is extracted into ether, washed with water and dried over sodi... Reactants: C(CCC)OC(=O)N[C@@H](C(C)(C)F)CO (N-butoxycarbonyl-3-fluorovalinol), C1(=CC=CC=C1)P(C1=CC=CC=C1)C1=CC=CC=C1 (triphenyl phosphine), II (iodine), N1C=NC=C1 (imidazole). The solvent is ClCCl (dichloromethane), ClCCl (dichloromethane). Product: C(CCC)OC(=O)NC(CI)C(C)(C)F (N-butoxycarbonyl-1-iodo-2-amino-3-fluoro-3-methyl-n-butane). The yield is 78.6%. RXN SMILES: C1(P(C2C=CC=CC=2)C2C=CC=CC=2)C=CC=CC=1.[I:20]I.N1C=CN=C1.[CH2:27]([O:31][C:32]([NH:34][C@H:35]([CH2:40]O)[C:36]([F:39])([CH3:38])[CH3:37])=[O:33])[CH2:28][CH2:29][CH3:30]>ClCCl>[CH2:27]([O:31][C:32]([NH:34][CH:35]([C:36]([F:39])([CH3:38])[CH3:37])[CH2:40][I:20])=[O:33])[CH2:28][CH2:29][CH3:30]. Procedure details: To a well-stirred mixture of polystyryl supported triphenyl phosphine (29.3 mmol) in dry dichloromethane (40 mL) under a nitrogen atmosphere was added iodine (7.44 g, 29.3 mmol). After ten minutes, imidazole (2.0 g, 29.3 mmol) was added followed in ten minutes by a solution of N-butoxycarbonyl-3-fluorovalinol (13.3 mmol) in dichloromethane (200 mL). The mixture was heated to reflux for two hours. The cooled mixture was filtered through Celiteo® and the filtrate was evaporated. The residue was di... Reactants: O1C(C1CC=C(C)C)(C)C1C(CCC(C1OC)O)(O)CSC (2-(1,2-epoxy-1,5-dimethyl-4-hexenyl)-3-methoxy-1-methylthiomethyl-1,4-cyclohexanediol), CC1=CC=C(CBr)C=C1 (4-methylbenzyl bromide). Yields the product [Br-].O1C(C1CC=C(C)C)(C)C1C(CCC(C1OC)O)(O)C[SH+]CCC1=CC=C(C=C1)C (2-(1,2-epoxy-1,5-dimethyl-4-hexenyl)-3-methoxy-1-(4-methylbenzyl)methylsulfoniomethyl-1,4-cyclohexanediol bromide). Isolated yield 63.5%. Reaction SMILES: [O:1]1[CH:3]([CH2:4][CH:5]=[C:6]([CH3:8])[CH3:7])[C:2]1([CH:10]1[CH:15]([O:16][CH3:17])[CH:14]([OH:18])[CH2:13][CH2:12][C:11]1([CH2:20][S:21][CH3:22])[OH:19])[CH3:9].[CH3:23][C:24]1[CH:31]=[CH:30][C:27]([CH2:28][Br:29])=[CH:26][CH:25]=1>>[Br-:29].[O:1]1[CH:3]([CH2:4][CH:5]=[C:6]([CH3:7])[CH3:8])[C:2]1([CH:10]1[CH:15]([O:16][CH3:17])[CH:14]([OH:18])[CH2:13][CH2:12][C:11]1([CH2:20][SH+:21][CH2:22][CH2:23][C:24]1[CH:31]=[CH:30][C:27]([CH3:28])=[CH:26][CH:25]=1)[OH:19])[CH3:9] |f:2.3|. Reported procedure: As in Example 54, 2-(1,2-epoxy-1,5-dimethyl-4-hexenyl)-3-methoxy-1-methylthiomethyl-1,4-cyclohexanediol (200 mg) was allowed to react with 4-methylbenzyl bromide (1.12 g) to give 2-(1,2-epoxy-1,5-dimethyl-4-hexenyl)-3-methoxy-1-(4-methylbenzyl)methylsulfoniomethyl-1,4-cyclohexanediol bromide (198 mg: yield 56%) as colorless powder. Reactants: CC=1C(=NC=CC1)CN(C1CCNCC1)CC1=NC=CC=C1C (Bis-(3-methyl-pyridin-2-ylmethyl)-piperidin-4-yl-amine), C(=O)(N1C=NC=C1)N1C=NC=C1 (1,1′-carbonyldiimidazole), NC=1SC=CN1 (2-aminothiazole), CCN(C(C)C)C(C)C (DIPEA). Run in CN(C)C=O (DMF), C(Cl)Cl (CH2Cl2), CN(C)C=O (DMF). Run at temperature 60 celsius, time 20 hour. Yields the product S1C(=NC=C1)NC(=O)N1CCC(CC1)N(CC1=NC=CC=C1C)CC1=NC=CC=C1C (4-[Bis-(3-methyl-pyridin-2-ylmethyl)-amino]-piperidine-1-carboxylic acid thiazol-2-ylamide). Isolated yield 12.9%. As a reaction SMILES: [C:1]([N:8]1[CH:12]=[CH:11][N:10]=[CH:9]1)([N:3]1[CH:7]=[CH:6]N=[CH:4]1)=[O:2].NC1[S:15]C=CN=1.CCN(C(C)C)C(C)C.[CH3:28][C:29]1[C:30]([CH2:35][N:36]([CH2:43][C:44]2[C:49]([CH3:50])=[CH:48][CH:47]=[CH:46][N:45]=2)[CH:37]2CCNC[CH2:38]2)=[N:31][CH:32]=[CH:33][CH:34]=1>C(Cl)Cl.CN(C=O)C>[S:15]1[CH:12]=[CH:11][N:10]=[C:9]1[NH:8][C:1]([N:3]1[CH2:4][CH2:38][CH:37]([N:36]([CH2:43][C:44]2[C:49]([CH3:50])=[CH:48][CH:47]=[CH:46][N:45]=2)[CH2:35][C:30]2[C:29]([CH3:28])=[CH:34][CH:33]=[CH:32][N:31]=2)[CH2:6][CH2:7]1)=[O:2]. Reported procedure: A solution of 1,1′-carbonyldiimidazole (79.6 mg, 0.491 mmol), 2-aminothiazole (48.2 mg, 0.481 mmol), and DIPEA (0.17 mL, 0.97 mmol) in CH2Cl2 (5 mL) and DMF (2 mL) was stirred at room temperature for 4 h. The mixture was concentrated to a minimum volume, diluted with DMF (3 mL), and COMPOUND 249 (150 mg, 0.482 mmol) was added and stirred at 60° C. for 20 hours. The solution was concentrated to dryness, treated with saturated aqueous NaHCO3 (30 mL) and H2O (10 mL), and extracted with CH2Cl2 (3×10...